From a dataset of the Open Reaction Database (ORD), a public repository of structured organic reaction records. describe an organic reaction: reactants, conditions, products, and yield Reactants: CC(C)OC(=O)CC(=O)OC(C)C, C1CCNCC1, Cc1oc(-c2ccccc2)nc1CCOc1ccc(C=O)cc1, CC(=O)O, Cc1ccccc1. The product is Cc1oc(-c2ccccc2)nc1CCOc1ccc(C=C(C(=O)OC(C)C)C(=O)OC(C)C)cc1. Reaction SMILES: [C:24]([CH2:25][C:26](=[O:27])[O:28][CH:29]([CH3:30])[CH3:31])(=[O:32])[O:33][CH:34]([CH3:35])[CH3:36].[CH2:41]1[CH2:42][CH2:43][NH:44][CH2:45][CH2:46]1.[CH3:1][c:2]1[c:3]([CH2:13][CH2:14][O:15][c:16]2[cH:17][cH:18][c:19]([CH:20]=[O:21])[cH:22][cH:23]2)[n:4][c:5](-[c:7]2[cH:8][cH:9][cH:10][cH:11][cH:12]2)[o:6]1.[CH3:37][C:38](=[O:39])[OH:40].[CH3:47][c:48]1[cH:49][cH:50][cH:51][cH:52][cH:53]1>>[CH3:1][c:2]1[c:3]([CH2:13][CH2:14][O:15][c:16]2[cH:17][cH:18][c:19]([CH:20]=[C:25]([C:24](=[O:32])[O:33][CH:34]([CH3:35])[CH3:36])[C:26](=[O:27])[O:28][CH:29]([CH3:30])[CH3:31])[cH:22][cH:23]2)[n:4][c:5](-[c:7]2[cH:8][cH:9][cH:10][cH:11][cH:12]2)[o:6]1. Starting materials: [OH-].[Na+] (sodium hydroxide), C(C)OC(COC1=CC=C(C(=C1)Cl)SC1=CC(=CC(=C1)OCCCN1CCOCC1)C#CCOC)=O ({5-Chloro-4-[3-(3-methoxy-prop-1-ynyl)-5-(3-morpholin-4-yl-propoxy)-phenylsulfanyl]-phenoxy}-acetic acid ethyl ester), Cl (hydrochloric acid). The solvent is C(C)O (ethanol). Reaction conditions: time 1 hour. The product is ClC1=C(OCC(=O)O)C=CC(=C1)SC1=CC(=CC(=C1)OCCCN1CCOCC1)C#CCOC ({2-Chloro-4-[3-(3-methoxy-prop-1-ynyl)-5-(3-morpholin-4-yl-propoxy)-phenylsulfanyl]-phenoxy}-acetic acid). As a reaction SMILES: C([O:3][C:4](=[O:36])[CH2:5][O:6][C:7]1[CH:12]=[C:11](Cl)[C:10]([S:14][C:15]2[CH:20]=[C:19]([O:21][CH2:22][CH2:23][CH2:24][N:25]3[CH2:30][CH2:29][O:28][CH2:27][CH2:26]3)[CH:18]=[C:17]([C:31]#[C:32][CH2:33][O:34][CH3:35])[CH:16]=2)=[CH:9][CH:8]=1)C.[OH-].[Na+].[ClH:39]>C(O)C>[Cl:39][C:8]1[CH:9]=[C:10]([S:14][C:15]2[CH:20]=[C:19]([O:21][CH2:22][CH2:23][CH2:24][N:25]3[CH2:30][CH2:29][O:28][CH2:27][CH2:26]3)[CH:18]=[C:17]([C:31]#[C:32][CH2:33][O:34][CH3:35])[CH:16]=2)[CH:11]=[CH:12][C:7]=1[O:6][CH2:5][C:4]([OH:3])=[O:36] |f:1.2|. Procedure: {5-Chloro-4-[3-(3-methoxy-prop-1-ynyl)-5-(3-morpholin-4-yl-propoxy)-phenylsulfanyl]-phenoxy}-acetic acid ethyl ester (150 mg; 0.30 mmol) was dissolved in ethanol (10 mL), and aqueous 1 N sodium hydroxide (3 mL) was added. The reaction mixture was stirred for 1 h, acidified with 1 N aqueous hydrochloric acid, and extracted with ethyl acetate. The organic phase was dried, and evaporated to dryness and purified by preparative HPLC (method B). Yield: 50 mg. HPLC-MS: m/z: 506.0 (M+); Rt: 1.56 min. δH... Starting materials: C([O-])([O-])=O.[Na+].[Na+] (sodium carbonate), P(=O)(Cl)(Cl)Cl (phosphorus oxychloride), N1C(N)=NC=2N=CNC2C1=O (guanine), NC1=NC(=C2NC=NC2=N1)Cl (2-amino-6-chloropurine), C(=O)NC1=NC(=C2NC=NC2=N1)Cl (2-formylamino-6-chloropurine), NC1=NC(=C2NC=NC2=N1)Cl (2-amino-6-chloropurine). Run in O (water), ClCCCl (1,2-dichloroethane), CN(C=O)C (dimethylformamide), O (water). Yields the product C(C)(=O)O.C(=O)NC1=NC(=C2NC=NC2=N1)Cl (2-formylamino-6-chloropurine acetate). Reaction SMILES: NC1N=C2C(NC=N2)=C(Cl)N=1.[CH:12]([NH:14][C:15]1[N:23]=[C:22]2[C:18]([NH:19][CH:20]=[N:21]2)=[C:17]([Cl:24])[N:16]=1)=[O:13].P(Cl)(Cl)(Cl)=O.N1[C:39](=[O:40])[C:38]2NC=NC=2N=C1N.C(=O)([O-])[O-].[Na+].[Na+]>O.ClCCCl.CN(C)C=O>[C:39]([OH:40])(=[O:13])[CH3:38].[CH:12]([NH:14][C:15]1[N:23]=[C:22]2[C:18]([NH:19][CH:20]=[N:21]2)=[C:17]([Cl:24])[N:16]=1)=[O:13] |f:4.5.6,10.11|. Procedure details: The 2-amino-6-chloropurine having an acicular or irregular-shaped crystal form can be prepared by hydrolyzing 2-formylamino-6-chloropurine or a salt thereof in water in the presence of an acid or an alkali, followed by neutralizing the resulting reaction mixture. For example, the 2-amino-6-chloropurine having an acicular or irregular-shaped crystal form can be produced by a conventional method as disclosed in JP-6-157530. Specifically, dimethylformamide, phosphorus oxychloride and guanine are ad... Starting materials: N(=[N+]=[N-])CCOCCOCCOC (1-azido-2-(2-(2-methoxyethoxy)ethoxy)ethane), C1(=CC=CC=C1)C#C (phenylacetylene), O (water). Solvent: C(CCC)O (butanol). Product: COCCOCCOCCN1N=NC(=C1)C1=CC=CC=C1 (1-(2-(2-(2-methoxyethoxy)ethoxy)ethyl)-4-phenyl-1H-1,2,3-triazole). RXN SMILES: [N:1]([CH2:4][CH2:5][O:6][CH2:7][CH2:8][O:9][CH2:10][CH2:11][O:12][CH3:13])=[N+:2]=[N-:3].[C:14]1([C:20]#[CH:21])[CH:19]=[CH:18][CH:17]=[CH:16][CH:15]=1.O>C(O)CCC>[CH3:13][O:12][CH2:11][CH2:10][O:9][CH2:8][CH2:7][O:6][CH2:5][CH2:4][N:1]1[CH:21]=[C:20]([C:14]2[CH:19]=[CH:18][CH:17]=[CH:16][CH:15]=2)[N:3]=[N:2]1. Reported procedure: 1-azido-2-(2-(2-methoxyethoxy)ethoxy)ethane (15.0 g, 79 mmol) was mixed with phenylacetylene (8.10 g, 79 mmol) in a 1:3 solution of water:butanol. The mixture was rotovap and the product extracted in ethanolamine and washed multiple times with water and brine, producing 1-(2-(2-(2-methoxyethoxy)ethoxy)ethyl)-4-phenyl-1H-1,2,3-triazole. Starting materials: Cl.C(C)C1(CCC2(OCCO2)CC1)N(C)C ((8-ethyl-1,4-dioxa-spiro[4.5]dec-8-yl)-dimethylamine hydrochloride). Run in Cl (HCl). Conditions: time 8 hour. Product: CN(C1(CCC(CC1)=O)CC)C (4-dimethylamino-4-ethyl-cyclohexanone). RXN SMILES: Cl.[CH2:2]([C:4]1([N:14]([CH3:16])[CH3:15])[CH2:13][CH2:12][C:7]2(OCC[O:8]2)[CH2:6][CH2:5]1)[CH3:3]>Cl>[CH3:15][N:14]([CH3:16])[C:4]1([CH2:2][CH3:3])[CH2:13][CH2:12][C:7](=[O:8])[CH2:6][CH2:5]1 |f:0.1|. Procedure: (8-ethyl-1,4-dioxa-spiro[4.5]dec-8-yl)-dimethylamine hydrochloride (6.67 g, 0.026 mmole) was dissolved in 6N HCl (40 ml) and stirred overnight at room temperature. The reaction mixture was extracted twice with diethyl ether (100 ml). The reaction mixture was then made alkaline with 5N NaOH while cooling with ice and extracted a further three times with Et2O (100 ml). The combined organic phases were dried over Na2SO4, filtered, and the solvent was removed in vacuo. Starting materials: C(C)C1=NC2=C(N1C)C=C(C=C2)N2C(C=C(C=C2)OCC2=CSC(=C2)F)=O (1-(2-ethyl-1-methyl-1H-benzimidazol-6-yl)-4-((5-fluoro-3-thienyl)methoxy)pyridin-2(1H)-one), C(C)C1=NC2=C(N1C)C=C(C=C2)N2C(C=C(C=C2)OCC2=CSC=C2)=O (1-(2-ethyl-1-methyl-1H-benzimidazol-6-yl)-4-(3-thienylmethoxy)pyridin-2(1H)-one). Product: C(C)C1=NC2=C(N1C)C=C(C=C2)N2C(C=C(C=C2)OCC2=C(SC=C2)F)=O (1-(2-Ethyl-1-methyl-1H-benzimidazol-6-yl)-4-((2-fluoro-3-thienyl)methoxy)pyridin-2(1H)-one). As a reaction SMILES: C(C1N(C)C2C=C(N3C=CC(OCC4C=C([F:26])SC=4)=CC3=O)C=CC=2N=1)C.[CH2:28]([C:30]1[N:34]([CH3:35])[C:33]2[CH:36]=[C:37]([N:40]3[CH:45]=[CH:44][C:43]([O:46][CH2:47][C:48]4[CH:52]=[CH:51][S:50][CH:49]=4)=[CH:42][C:41]3=[O:53])[CH:38]=[CH:39][C:32]=2[N:31]=1)[CH3:29]>>[CH2:28]([C:30]1[N:34]([CH3:35])[C:33]2[CH:36]=[C:37]([N:40]3[CH:45]=[CH:44][C:43]([O:46][CH2:47][C:48]4[CH:52]=[CH:51][S:50][C:49]=4[F:26])=[CH:42][C:41]3=[O:53])[CH:38]=[CH:39][C:32]=2[N:31]=1)[CH3:29]. Reported procedure: A mixture of the title compound, 1-(2-ethyl-1-methyl-1H-benzimidazol-6-yl)-4-((5-fluoro-3-thienyl)methoxy)pyridin-2(1H)-one and 1-(2-ethyl-1-methyl-1H-benzimidazol-6-yl)-4-(3-thienylmethoxy)pyridin-2(1H)-one obtained in step B in example 231 was subjected to HPLC separation (C18, mobile phase: H2O/CH3CN (0.1% TFA included)). The desired fraction was neutralized with saturated NaHCO3 solution and extracted with EtOAc. The organic layer was separated, dried over MgSO4 and concentrated in vacuo to ... Reactants: O.[OH-].[Li+] (lithium hydroxide monohydrate), O.[OH-].[Li+] (lithium hydroxide monohydrate), C(C1=CC=CC=C1)C1=C(C(CCNC2=C(NC3=CC(=CC(=C23)Cl)Cl)C(=O)OCC)=O)C=CC=C1 (3-[(2-benzylphenacyl)methylamino]-2-carbethoxy-4,6-dichloroindole), O.[OH-].[Li+] (lithium hydroxide monohydrate). The solvent is O (water), O1CCCC1 (tetrahydrofuran), O1CCCC1 (tetrahydrofuran), O (water). Reaction conditions: temperature 60 celsius. Yields the product C(C1=CC=CC=C1)C1=C(C(CCNC2=C(NC3=CC(=CC(=C23)Cl)Cl)C(=O)O)=O)C=CC=C1 (3-[(2-Benzylphenacyl)methylamino]-2-carboxy-4,6-dichloroindole). Isolated yield 93.9%. RXN SMILES: [CH2:1]([C:8]1[CH:34]=[CH:33][CH:32]=[CH:31][C:9]=1[C:10](=[O:30])[CH2:11][CH2:12][NH:13][C:14]1[C:22]2[C:17](=[CH:18][C:19]([Cl:24])=[CH:20][C:21]=2[Cl:23])[NH:16][C:15]=1[C:25]([O:27]CC)=[O:26])[C:2]1[CH:7]=[CH:6][CH:5]=[CH:4][CH:3]=1.O.[OH-].[Li+]>O1CCCC1.O>[CH2:1]([C:8]1[CH:34]=[CH:33][CH:32]=[CH:31][C:9]=1[C:10](=[O:30])[CH2:11][CH2:12][NH:13][C:14]1[C:22]2[C:17](=[CH:18][C:19]([Cl:24])=[CH:20][C:21]=2[Cl:23])[NH:16][C:15]=1[C:25]([OH:27])=[O:26])[C:2]1[CH:7]=[CH:6][CH:5]=[CH:4][CH:3]=1 |f:1.2.3|. Procedure details: Dissolve 3-[(2-benzylphenacyl)methylamino]-2-carbethoxy-4,6-dichloroindole (200 mg, 0.41 mmol) in tetrahydrofuran (3 mL) and add water (3 mL). Add lithium hydroxide monohydrate (1.2 mmol) and heat at 60° C. overnight. Add addition lithium hydroxide monohydrate (1.2 mmol) and heat at 60° C. for 5 hours. Allow some of the tetrahydrofuran to evaporate and add methanol to form a homogeneous solution. Heat for 3 days, adding additional lithium hydroxide monohydrate (2.4 mmol). Dilute with water and f... Starting materials: CC(C)(O)c1ccc2c(c1)C(=CCCBr)c1cccnc1CO2, O=C([O-])[O-], CC#N, Clc1ccccc1OC1CCNCC1, Cl, [K+], [K+], O. Product: CC(C)(O)c1ccc2c(c1)C(=CCCN1CCC(Oc3ccccc3Cl)CC1)c1cccnc1CO2. RXN SMILES: [Br:16][CH2:17][CH2:18][CH:19]=[C:20]1[c:21]2[c:22]([cH:31][cH:32][c:33]([C:35]([CH3:36])([CH3:37])[OH:38])[cH:34]2)[O:23][CH2:24][c:25]2[c:26]1[cH:27][cH:28][cH:29][n:30]2.[C:39](=[O:40])([O-:41])[O-:42].[CH3:45][C:46]#[N:47].[Cl:2][c:3]1[c:4]([O:5][CH:6]2[CH2:7][CH2:8][NH:9][CH2:10][CH2:11]2)[cH:12][cH:13][cH:14][cH:15]1.[ClH:1].[K+:43].[K+:44].[OH2:48]>>[Cl:2][c:3]1[c:4]([O:5][CH:6]2[CH2:7][CH2:8][N:9]([CH2:17][CH2:18][CH:19]=[C:20]3[c:21]4[c:22]([cH:31][cH:32][c:33]([C:35]([CH3:36])([CH3:37])[OH:38])[cH:34]4)[O:23][CH2:24][c:25]4[c:26]3[cH:27][cH:28][cH:29][n:30]4)[CH2:10][CH2:11]2)[cH:12][cH:13][cH:14][cH:15]1. The reactants are C(C)(C)(C)OC(=O)N[C@H](C(=O)OC)CC(C)(F)F ((S)-methyl 2-((tert-butoxycarbonyl)amino)-4,4-difluoropentanoate), [H-].[Al+3].[Li+].[H-].[H-].[H-] (Lithium aluminum hydride). The solvent is O1CCCC1 (tetrahydrofuran), C1CCOC1 (THF). Reaction conditions: temperature -10 celsius, time 2 hour. Product: FC(C[C@@H](CO)NC(OC(C)(C)C)=O)(C)F ((S)-tert-butyl (4,4-difluoro-1-hydroxypentan-2-yl)carbamate). The yield is 60.7%. RXN SMILES: [C:1]([O:5][C:6]([NH:8][C@@H:9]([CH2:14][C:15]([F:18])([F:17])[CH3:16])[C:10](OC)=[O:11])=[O:7])([CH3:4])([CH3:3])[CH3:2].[H-].[Al+3].[Li+].[H-].[H-].[H-]>O1CCCC1>[F:17][C:15]([F:18])([CH3:16])[CH2:14][C@H:9]([NH:8][C:6](=[O:7])[O:5][C:1]([CH3:2])([CH3:3])[CH3:4])[CH2:10][OH:11] |f:1.2.3.4.5.6|. Reported procedure: To a solution of (S)-methyl 2-((tert-butoxycarbonyl)amino)-4,4-difluoropentanoate (70 mg, 0.262 mmol) in tetrahydrofuran (4 mL) at −10° C., was added Lithium aluminum hydride, 2M in THF (0.262 mL, 0.524 mmol). The reaction mixture was stirred at −10° C. for 2 h, then quenched with aqueous ammonium chloride (5 mL) and extracted with ethyl acetate (2×10 mL). The combined organic layers were washed with brine (15 mL), dried over Na2SO4, filtered, and concentrated under reduced pressure to afford (S...